From a dataset of the Open Reaction Database (ORD), a public repository of structured organic reaction records. describe an organic reaction: reactants, conditions, products, and yield Reactants: O=C1C(=CC(=NN1COCC[Si](C)(C)C)B(O)O)C1=NC2=C(N1COCC[Si](C)(C)C)C=CC=C2 (6-oxo-1-(2-trimethylsilanylethoxymethyl)-5-[1-(2-trimethylsilanylethoxy-methyl)-1H-benzimidazol-2-yl]-1,6-dihydropyridazine-3-boronic acid), ClC1=NC=CC(=N1)Cl (2,4-dichlorpyrimidine), C([O-])([O-])=O.[Cs+].[Cs+] (cesium carbonate). Solvent: O (water), O1CCOCC1 (dioxane). Conditions: temperature 97 celsius, time 3 hour. The product is ClC1=NC=CC(=N1)C=1C=C(C(N(N1)COCC[Si](C)(C)C)=O)C1=NC2=C(N1COCC[Si](C)(C)C)C=CC=C2 (6-(2-Chloropyrimidin-4-yl)-2-(2-trimethylsilanylethoxymethyl)-4-[1-(2-trimethylsilanylethoxymethyl)-1H-benzimidazol-2-yl]-2H-pyridazin-3-one). Reaction SMILES: [O:1]=[C:2]1[N:7]([CH2:8][O:9][CH2:10][CH2:11][Si:12]([CH3:15])([CH3:14])[CH3:13])[N:6]=[C:5](B(O)O)[CH:4]=[C:3]1[C:19]1[N:23]([CH2:24][O:25][CH2:26][CH2:27][Si:28]([CH3:31])([CH3:30])[CH3:29])[C:22]2[CH:32]=[CH:33][CH:34]=[CH:35][C:21]=2[N:20]=1.[Cl:36][C:37]1[N:42]=[C:41](Cl)[CH:40]=[CH:39][N:38]=1.C(=O)([O-])[O-].[Cs+].[Cs+]>O.O1CCOCC1>[Cl:36][C:37]1[N:42]=[C:41]([C:5]2[CH:4]=[C:3]([C:19]3[N:23]([CH2:24][O:25][CH2:26][CH2:27][Si:28]([CH3:31])([CH3:30])[CH3:29])[C:22]4[CH:32]=[CH:33][CH:34]=[CH:35][C:21]=4[N:20]=3)[C:2](=[O:1])[N:7]([CH2:8][O:9][CH2:10][CH2:11][Si:12]([CH3:15])([CH3:14])[CH3:13])[N:6]=2)[CH:40]=[CH:39][N:38]=1 |f:2.3.4|. Procedure details: 1.32 g of 6-oxo-1-(2-trimethylsilanylethoxymethyl)-5-[1-(2-trimethylsilanylethoxy-methyl)-1H-benzimidazol-2-yl]-1,6-dihydropyridazine-3-boronic acid, 583 mg of 2,4-dichlorpyrimidine and 3,3 g of cesium carbonate are dissolved in 17 ml of a 1:4 mixture of water and dioxane, and argon is passed through the solution for degassing. After addition of 125 mg of (1,1′-bis(diphenyl-phosphine)ferrocene)palladium(II) chloride-dichloromethane complex, the solution is stirred at 97° C. for 3 hours. For work... The reactants are [Li]CCCC, C1CCOC1, O=CN1CCOCC1, Cl, COc1ccc(F)c(O[Si](C(C)C)(C(C)C)C(C)C)c1. The product is COc1cc(C=O)c(F)c(O[Si](C(C)C)(C(C)C)C(C)C)c1. Reaction SMILES: [CH2:21]([Li:22])[CH2:23][CH2:24][CH3:25].[CH2:35]1[O:36][CH2:37][CH2:38][CH2:39]1.[CH:26](=[O:27])[N:28]1[CH2:29][CH2:30][O:31][CH2:32][CH2:33]1.[ClH:34].[F:1][c:2]1[c:3]([O:4][Si:5]([CH:6]([CH3:7])[CH3:8])([CH:9]([CH3:10])[CH3:11])[CH:12]([CH3:13])[CH3:14])[cH:15][c:16]([O:19][CH3:20])[cH:17][cH:18]1>>[F:1][c:2]1[c:3]([O:4][Si:5]([CH:6]([CH3:7])[CH3:8])([CH:9]([CH3:10])[CH3:11])[CH:12]([CH3:13])[CH3:14])[cH:15][c:16]([O:19][CH3:20])[cH:17][c:18]1[CH:26]=[O:27]. Reactants: C(C)(C)(C)OC(N[C@H](CC1=C(C=CC(=C1)F)F)[C@H]1OC1)=O ([(1R)-1-{(2R)-oxiran-2-yl}-2-(2,5-difluoro-phenyl)-ethyl]carbamic acid tert-butylester), C(C)(C)(C)NC([C@H]1NCCC1)=O ((S)-proline tert-butyl amide). The product is C(C)(C)(C)OC(N[C@@H]([C@H](CN1[C@@H](CCC1)C(NC(C)(C)C)=O)O)CC1=C(C=CC(=C1)F)F)=O ([(1R,2S)-1-(2,5-Difluoro-benzyl)-3-([2S]-2-tert-butylcarbamoyl-pyrrolidin-1-yl)-2-hydroxy-propyl]-carbamic acid tert-butyl ester). Reaction SMILES: [C:1]([O:5][C:6](=[O:21])[NH:7][C@@H:8]([C@@H:18]1[CH2:20][O:19]1)[CH2:9][C:10]1[CH:15]=[C:14]([F:16])[CH:13]=[CH:12][C:11]=1[F:17])([CH3:4])([CH3:3])[CH3:2].[C:22]([NH:26][C:27](=[O:33])[C@@H:28]1[CH2:32][CH2:31][CH2:30][NH:29]1)([CH3:25])([CH3:24])[CH3:23]>>[C:1]([O:5][C:6](=[O:21])[NH:7][C@H:8]([CH2:9][C:10]1[CH:15]=[C:14]([F:16])[CH:13]=[CH:12][C:11]=1[F:17])[C@@H:18]([OH:19])[CH2:20][N:29]1[CH2:30][CH2:31][CH2:32][C@H:28]1[C:27](=[O:33])[NH:26][C:22]([CH3:24])([CH3:23])[CH3:25])([CH3:4])([CH3:3])[CH3:2]. Procedure details: Using general procedure 1 and purification method D with [(1R)-1-{(2R)-oxiran-2-yl}-2-(2,5-difluoro-phenyl)-ethyl]carbamic acid tert-butylester (0.213 g, 0.71 mmol) and (S)-proline tert-butyl amide (0.133 g, 0.78 mmol) gives the title compound. The reactants are CCOC(C)=O, CO, COC(=O)c1cccc(OC2CCOCC2)c1[N+](=O)[O-]. The product is COC(=O)c1cccc(OC2CCOCC2)c1N. Reaction SMILES: [CH3:21][CH2:22][O:23][C:24](=[O:25])[CH3:26].[CH3:27][OH:28].[N+:1]([O-:2])(=[O:3])[c:4]1[c:5]([C:6](=[O:7])[O:8][CH3:9])[cH:10][cH:11][cH:12][c:13]1[O:14][CH:15]1[CH2:16][CH2:17][O:18][CH2:19][CH2:20]1>>[NH2:1][c:4]1[c:5]([C:6](=[O:7])[O:8][CH3:9])[cH:10][cH:11][cH:12][c:13]1[O:14][CH:15]1[CH2:16][CH2:17][O:18][CH2:19][CH2:20]1. The reactants are CCCCOc1ccc(C=O)cc1CCl, CCOP(OCC)OCC. Product: CCCCOc1ccc(C=O)cc1CP(=O)(OCC)OCC. Reaction SMILES: [CH2:1]([CH2:2][CH2:3][CH3:4])[O:5][c:6]1[c:7]([CH2:14][Cl:15])[cH:8][c:9]([CH:10]=[O:11])[cH:12][cH:13]1.[P:16]([O:17][CH2:18][CH3:19])([O:20][CH2:21][CH3:22])[O:23][CH2:24][CH3:25]>>[CH2:1]([CH2:2][CH2:3][CH3:4])[O:5][c:6]1[c:7]([CH2:14][P:16]([O:17][CH2:18][CH3:19])([O:20][CH2:21][CH3:22])=[O:23])[cH:8][c:9]([CH:10]=[O:11])[cH:12][cH:13]1. Yields the product FC(C1=NC2=C(N1C1=NC(=NC(=N1)N1CCN(CC1)S(=O)(=O)C)N1CCOCC1)C=C(C=C2OC)N)F (2-(difluoromethyl)-4-methoxy-1-[4-[4-(methylsulfonyl)-1-piperazinyl]-6-(4-morpholinyl)-1,3,5-triazin-2-yl]-1H-benzimidazol-6-ylamine). Reaction conditions: time 2 hour. Run in C(Cl)Cl (CH2Cl2), O (water), C(Cl)Cl (CH2Cl2). Isolated yield 86.7%. Starting materials: FC(C1=NC2=C(N1C1=NC(=NC(=N1)N1CCN(CC1)S(=O)(=O)C)N1CCOCC1)C=C(C=C2OC)NC(OC(C)(C)C)=O)F (tert-butyl 2-(difluoromethyl)-4-methoxy-1-[4-[4-(methylsulfonyl)-1-piperazinyl]-6-(4-morpholinyl)-1,3,5-triazin-2-yl]-1H-benzimidazol-6-ylcarbamate), C(=O)(C(F)(F)F)O (TFA), N (NH3). Reaction SMILES: [F:1][CH:2]([F:44])[C:3]1[N:7]([C:8]2[N:13]=[C:12]([N:14]3[CH2:19][CH2:18][N:17]([S:20]([CH3:23])(=[O:22])=[O:21])[CH2:16][CH2:15]3)[N:11]=[C:10]([N:24]3[CH2:29][CH2:28][O:27][CH2:26][CH2:25]3)[N:9]=2)[C:6]2[CH:30]=[C:31]([NH:36]C(=O)OC(C)(C)C)[CH:32]=[C:33]([O:34][CH3:35])[C:5]=2[N:4]=1.C(O)(C(F)(F)F)=O.N>C(Cl)Cl.O>[F:44][CH:2]([F:1])[C:3]1[N:7]([C:8]2[N:13]=[C:12]([N:14]3[CH2:15][CH2:16][N:17]([S:20]([CH3:23])(=[O:21])=[O:22])[CH2:18][CH2:19]3)[N:11]=[C:10]([N:24]3[CH2:29][CH2:28][O:27][CH2:26][CH2:25]3)[N:9]=2)[C:6]2[CH:30]=[C:31]([NH2:36])[CH:32]=[C:33]([O:34][CH3:35])[C:5]=2[N:4]=1. Procedure details: A mixture of tert-butyl 2-(difluoromethyl)-4-methoxy-1-[4-[4-(methylsulfonyl)-1-piperazinyl]-6-(4-morpholinyl)-1,3,5-triazin-2-yl]-1H-benzimidazol-6-ylcarbamate (0.20 g, 0.31 mmol) and TFA (5 mL) in CH2Cl2 (20 mL) was stirred at room temperature for 2 hrs. The mixture was diluted with CH2Cl2 (100 mL) and water (100 mL), and the aqueous layer was made basic with aqueous NH3. The organic layer was dried and concentrated under vacuum. Recrystallization of the residue from CH2Cl2/MeOH gave 0.145 g (... Reactants: [Li]CCCC, CN(C)C=O, CCCCCC, CN(C)CCN(C)C, c1ccc2c(c1)CCO2, O. Product: O=Cc1cccc2c1OCC2. RXN SMILES: [CH2:1]([Li:2])[CH2:3][CH2:4][CH3:5].[CH3:23][N:24]([CH:25]=[O:26])[CH3:27].[CH3:28][CH2:29][CH2:30][CH2:31][CH2:32][CH3:33].[CH3:6][N:7]([CH3:8])[CH2:9][CH2:10][N:11]([CH3:12])[CH3:13].[O:14]1[CH2:15][CH2:16][c:17]2[c:18]1[cH:19][cH:20][cH:21][cH:22]2.[OH2:34]>>[O:14]1[CH2:15][CH2:16][c:17]2[c:18]1[c:19]([CH:25]=[O:26])[cH:20][cH:21][cH:22]2.